The task is: describe an organic reaction: reactants, conditions, products, and yield. This data is from the Open Reaction Database (ORD), a public repository of structured organic reaction records. Reactants: BrC1=C(SC(=C1)Br)C=O (3,5-Dibromo-2-thiophenecarboxaldehyde), C(CO)O (ethylene glycol). Reagents/catalysts: CC=1C=CC(=CC1)S(=O)(=O)O (TsOH). Run in C1(=CC=CC=C1)C (toluene). Product: BrC1=C(SC(=C1)Br)C1OCCO1 (3,5-Dibromo-2-(1,3-dioxolan-2-yl)-thiophene). The yield is 80.8%. As a reaction SMILES: [Br:1][C:2]1[CH:6]=[C:5]([Br:7])[S:4][C:3]=1[CH:8]=[O:9].[CH2:10](O)[CH2:11][OH:12]>C1(C)C=CC=CC=1.CC1C=CC(S(O)(=O)=O)=CC=1>[Br:1][C:2]1[CH:6]=[C:5]([Br:7])[S:4][C:3]=1[CH:8]1[O:12][CH2:11][CH2:10][O:9]1. Procedure: A mixture consisting of the product from Step A (11.0 g, 40.7 mmol), TsOH (0.25 g) and ethylene glycol (5.06 g, 81.5 mmol) in toluene (150 mL) was heated at reflux temperature for 1.5 h, water was removed by a Dean-Stark trap. The reaction mixture was cooled and poured into a saturared aqueous solution of sodium bicarbonate (100 mL). The organic layer was separated, dried (MgSO4), and evaporated to dryness. Purification of this crude material by column chromatography (silica, 6% ethyl acetate/he... Reactants: C(C1=CC=CC=C1)(=O)OOC(C1=CC=CC=C1)=O (dibenzoyl peroxide), CC=1OC2=C(N1)C=CC=C2 (2-methylbenzoxazole), BrN1C(CCC1=O)=O (N-bromosuccinimide). The solvent is C(Cl)(Cl)(Cl)Cl (carbon tetrachloride), C(C)(=O)OCC (ethyl acetate). Yields the product BrCC=1OC2=C(N1)C=CC=C2 (2-Bromomethylbenzoxazole). Isolated yield 37.0%. As a reaction SMILES: C(OOC(=O)C1C=CC=CC=1)(=O)C1C=CC=CC=1.[CH3:19][C:20]1[O:21][C:22]2[CH:28]=[CH:27][CH:26]=[CH:25][C:23]=2[N:24]=1.[Br:29]N1C(=O)CCC1=O>C(Cl)(Cl)(Cl)Cl.C(OCC)(=O)C>[Br:29][CH2:19][C:20]1[O:21][C:22]2[CH:28]=[CH:27][CH:26]=[CH:25][C:23]=2[N:24]=1. Reported procedure: 509.8 mg of dibenzoyl peroxide were added to a solution of 56 ml of 2-methylbenzoxazole and 18.73 g of N-bromosuccinimide in 20 ml of carbon tetrachloride at room temperature and the resulting mixture was stirred under reflux for 6 hours. At the end of this time, the reaction mixture was filtered and the resulting filtrate was concentrated by evaporation under reduced pressure to give a crude crystalline solid. This was dissolved in ethyl acetate and then washed consecutively with a saturated aq...